From a dataset of the Open Reaction Database (ORD), a public repository of structured organic reaction records. describe an organic reaction: reactants, conditions, products, and yield Starting materials: C1(=CC=CC=C1)C(C1=CC=CC=C1)N (1,1-diphenylmethylamine), C(C)OC(=O)N1CCC(CC1)=O (1-ethoxycarbonyl-4-piperidone). Solvent: C1(=CC=CC=C1)C (toluene). Reaction conditions: time 20 minute. The product is C1(=CC=CC=C1)C(C1=CC=CC=C1)NC1CCN(CC1)C(=O)OCC (Ethyl 4-[(Diphenylmethyl)amino]-1-piperidinecarboxylate). Isolated yield 91.0%. As a reaction SMILES: [C:1]1([CH:7]([NH2:14])[C:8]2[CH:13]=[CH:12][CH:11]=[CH:10][CH:9]=2)[CH:6]=[CH:5][CH:4]=[CH:3][CH:2]=1.[CH2:15]([O:17][C:18]([N:20]1[CH2:25][CH2:24][C:23](=O)[CH2:22][CH2:21]1)=[O:19])[CH3:16]>C1(C)C=CC=CC=1>[C:1]1([CH:7]([NH:14][CH:23]2[CH2:24][CH2:25][N:20]([C:18]([O:17][CH2:15][CH3:16])=[O:19])[CH2:21][CH2:22]2)[C:8]2[CH:9]=[CH:10][CH:11]=[CH:12][CH:13]=2)[CH:6]=[CH:5][CH:4]=[CH:3][CH:2]=1. Procedure details: In a reactor fitted with a water trap, a solution of 1,1-diphenylmethylamine (5.0 g) and 1-ethoxycarbonyl-4-piperidone (4.7 g) in toluene (70 mL) was refluxed for 4 hours. This reaction mixture was concentrated under reduced pressure and he residue was dissolved in 50 mL of ethanol. After the solution was cooled with ice, 2.1 g of sodium cyanoborohydride and a small amount of bromocresol green were added. Then, 4N-HCl solution in methanol was added dropwise until the reaction mixture had turned ... The reactants are Ice, C1=CCCCCCC1 (cyclooctene), O=CC(Cl)(Cl)Cl (chloral), [Cl-].[Al+3].[Cl-].[Cl-] (aluminum chloride). The solvent is Cl (hydrochloric acid), light petroleum. Reaction conditions: time 1 hour. Yields the product C1(C=CCCCCC1)C(C(Cl)(Cl)Cl)O (1-(2-cycloocten-1-yl)-2,2,2-trichloroethanol). The yield is 97.6%. Reaction SMILES: [CH:1]1[CH2:8][CH2:7][CH2:6][CH2:5][CH2:4][CH2:3][CH:2]=1.[O:9]=[CH:10][C:11]([Cl:14])([Cl:13])[Cl:12].[Cl-].[Al+3].[Cl-].[Cl-]>Cl>[CH:1]1([CH:10]([OH:9])[C:11]([Cl:14])([Cl:13])[Cl:12])[CH2:8][CH2:7][CH2:6][CH2:5][CH2:4][CH:3]=[CH:2]1 |f:2.3.4.5|. Procedure: A solution of cyclooctene (28 g; 254 m. moles) and chloral (36 g; 244 m. moles) in light petroleum (b.p. 80°-100° C.; 200 ml) was stirred and cooled and aluminum chloride (4 g; 30 m. moles) was added. The reaction was allowed to proceed for a period of 1 hour and was then stirred at room temperature for a further 31/2 hours. Ice (150 g) and concentrated hydrochloric acid (50 ml) was added, the mixture extracted with light petroleum (b.p. 40°-60° C.; 2×400 ml) and the combined extracts washed wit...